This data is from the Open Reaction Database (ORD), a public repository of structured organic reaction records. The task is: describe an organic reaction: reactants, conditions, products, and yield Reactants: C(C1=CC=CC=C1)OCCCCCN1CCC(CC1)=O (1-(5-benzyloxypentyl)-4-piperidone), Cl.NO (hydroxylamine hydrochloride). Product: C(C1=CC=CC=C1)OCCCCCN1CCC(CC1)=NO (1-(5-Benzyloxypentyl)-4-piperidone oxime). As a reaction SMILES: [CH2:1]([O:8][CH2:9][CH2:10][CH2:11][CH2:12][CH2:13][N:14]1[CH2:19][CH2:18][C:17](=O)[CH2:16][CH2:15]1)[C:2]1[CH:7]=[CH:6][CH:5]=[CH:4][CH:3]=1.Cl.[NH2:22][OH:23]>>[CH2:1]([O:8][CH2:9][CH2:10][CH2:11][CH2:12][CH2:13][N:14]1[CH2:19][CH2:18][C:17](=[N:22][OH:23])[CH2:16][CH2:15]1)[C:2]1[CH:7]=[CH:6][CH:5]=[CH:4][CH:3]=1 |f:1.2|. Reported procedure: 1-(5-Benzyloxypentyl)-4-piperidone oxime is prepared from 1-(5-benzyloxypentyl)-4-piperidone and hydroxylamine hydrochloride essentially as described above in Example 38, Scheme C, step b. Reactants: CC(=O)O, COC(=O)C(C)(C)c1ccc(OS(=O)(=O)C(F)(F)F)cc1, Cl. The product is CC(C)(C(=O)O)c1ccc(OS(=O)(=O)C(F)(F)F)cc1. As a reaction SMILES: [C:23]([OH:24])(=[O:25])[CH3:26].[CH3:2][O:3][C:4]([C:5]([CH3:6])([c:7]1[cH:8][cH:9][c:10]([O:13][S:14](=[O:15])(=[O:16])[C:17]([F:18])([F:19])[F:20])[cH:11][cH:12]1)[CH3:21])=[O:22].[ClH:1]>>[O:3]=[C:4]([C:5]([CH3:6])([c:7]1[cH:8][cH:9][c:10]([O:13][S:14](=[O:15])(=[O:16])[C:17]([F:18])([F:19])[F:20])[cH:11][cH:12]1)[CH3:21])[OH:22]. Starting materials: BrC1=CC=C(C=C1)C1N(CCC1)C (2-(4-bromophenyl)-1-methylpyrrolidine), [Li]CCCC (n-BuLi), CN(C)C=O (DMF). Solvent: C1CCOC1 (THF). Conditions: time 1 hour. The product is CN1C(CCC1)C1=CC=C(C=O)C=C1 (4-(1-Methylpyrrolidin-2-yl)benzaldehyde). Yield: 74.0%. As a reaction SMILES: Br[C:2]1[CH:7]=[CH:6][C:5]([CH:8]2[CH2:12][CH2:11][CH2:10][N:9]2[CH3:13])=[CH:4][CH:3]=1.[Li]CCCC.CN([CH:22]=[O:23])C>C1COCC1>[CH3:13][N:9]1[CH2:10][CH2:11][CH2:12][CH:8]1[C:5]1[CH:6]=[CH:7][C:2]([CH:22]=[O:23])=[CH:3][CH:4]=1. Procedure: To a solution of 2-(4-bromophenyl)-1-methylpyrrolidine (0.45 g, 2 mmol) in dry THF (10 mL) was added dropwise n-BuLi (0.88 mL, 2.2 mmol, 2.5 mol/L in hexane) at −78° C., after the addition was completed the mixture was stirred for 1 h, then dry DMF (0.18 mL, 2.4 mmol) was added to the reaction system and stirring was continued for another 1 hr. Then the reaction mixture was partitioned between EtOAc and 1 N HCl, the aqueous solution was extracted with EtOAc (3×15 mL). The combined organic phase ... Reactants: COC1=CC=C(CCN(CCC(=O)OC)S(=O)(=O)C2=CC(=CC=C2)[N+](=O)[O-])C=C1 (methyl 3-[(4-methoxyphenethyl)-(3-nitrobenzenesulfonyl)-amino]-propionate), C(=O)[O-].[NH4+] (ammonium formate). The reagents and catalysts are [Pd] (Pd/C). Run in CO.C(C)(=O)OCC (methanol ethyl acetate). Reaction conditions: time 24 hour. Product: COC1=CC=C(CCN(CCC(=O)OC)S(=O)(=O)C2=CC(=CC=C2)N)C=C1 (methyl 3-[(4-methoxyphenethyl)-(3-aminobenzenesulfonyl)-amino]-propionate). As a reaction SMILES: [CH3:1][O:2][C:3]1[CH:29]=[CH:28][C:6]([CH2:7][CH2:8][N:9]([S:16]([C:19]2[CH:24]=[CH:23][CH:22]=[C:21]([N+:25]([O-])=O)[CH:20]=2)(=[O:18])=[O:17])[CH2:10][CH2:11][C:12]([O:14][CH3:15])=[O:13])=[CH:5][CH:4]=1.C([O-])=O.[NH4+]>[Pd].CO.C(OCC)(=O)C>[CH3:1][O:2][C:3]1[CH:4]=[CH:5][C:6]([CH2:7][CH2:8][N:9]([S:16]([C:19]2[CH:24]=[CH:23][CH:22]=[C:21]([NH2:25])[CH:20]=2)(=[O:17])=[O:18])[CH2:10][CH2:11][C:12]([O:14][CH3:15])=[O:13])=[CH:28][CH:29]=1 |f:1.2,4.5|. Procedure: To a clear solution of methyl 3-[(4-methoxyphenethyl)-(3-nitrobenzenesulfonyl)-amino]-propionate in 5/1 methanol/ethyl acetate (30 mL) was added 10% Pd/C (300 mg) and ammonium formate (1.79 g, 28.4 mmol). After being stirred at room temperature for 24 h, the catalyst was filtered off through a pad of celite and the filtrate was concentrated. The residue was partitioned between methylene chloride (100 mL) and water (100 mL). Aqueous layer was extracted with another 100 mL of methylene chloride. C... Reactants: OC=1C(=CC2=C(CCS2)C1)CC=C (5-hydroxy-6-allyl-2,3-dihydrobenzothiophene), CC(C)(C#N)N=NC(C)(C)C#N (AIBN), C1(=CC=CC=C1)S (thiophenol). Run in C([O-])(O)=O.[Na+] (sodium bicarbonate). Reaction conditions: temperature 90 celsius. Product: OC=1C(=CC2=C(CCS2)C1)CCCSC1=CC=CC=C1 (5-Hydroxy-2,3-dihydro-6-(3-thiophenoxypropyl)-benzothiophene). RXN SMILES: [OH:1][C:2]1[C:3]([CH2:11][CH:12]=[CH2:13])=[CH:4][C:5]2[S:9][CH2:8][CH2:7][C:6]=2[CH:10]=1.CC(N=NC(C#N)(C)C)(C#N)C.[C:26]1([SH:32])[CH:31]=[CH:30][CH:29]=[CH:28][CH:27]=1>C(=O)(O)[O-].[Na+]>[OH:1][C:2]1[C:3]([CH2:11][CH2:12][CH2:13][S:32][C:26]2[CH:31]=[CH:30][CH:29]=[CH:28][CH:27]=2)=[CH:4][C:5]2[S:9][CH2:8][CH2:7][C:6]=2[CH:10]=1 |f:3.4|. Procedure details: To a solution of 5-hydroxy-6-allyl-2,3-dihydrobenzothiophene (125 mg, 0.65 mmole) in 0.5 mL thiophenol was added 28 mg AIBN. The reaction mixture was purged with nitrogen and heated to 90° C. for 3 hours. TLC analysis (90/10 hexane/EtOAc) showed the reaction to be complete. The reaction mixture was diluted with 25 mL saturated sodium bicarbonate and extracted 3×25 mL EtOAc. The combined organics were washed with sodium bicarbonate (2×25 mL), H2O (1×25 mL) and brine (1×25 mL). Drying over Na2SO4,... Reactants: CS(C)=O, CCO, Clc1cncc(Cl)c1, [Na], O. The product is CCOc1cncc(Cl)c1. RXN SMILES: [CH3:13][S:14](=[O:15])[CH3:16].[CH3:2][CH2:3][OH:4].[Cl:5][c:6]1[cH:7][n:8][cH:9][c:10]([Cl:12])[cH:11]1.[Na:1].[OH2:17]>>[CH3:2][CH2:3][O:4][c:6]1[cH:7][n:8][cH:9][c:10]([Cl:12])[cH:11]1. Reactants: FC1=CC=C(CN)C=C1 (4-fluorobenzylamine), COC(C1=CC=C(C=C1)C=1N=C(C2=C(N1)SC1=C2CCCC1)Cl)=O (4-(4-chloro-5,6,7,8-tetrahydro-[1]-benzothieno-[2,3-d]-pyrimidin-2-yl)-benzoic acid methylester). Yields the product COC(C1=CC=C(C=C1)C=1N=C(C2=C(N1)SC1=C2CCCC1)NCC1=CC=C(C=C1)F)=O (4-[4-(4-fluorobenzylamino)-5 ,6,7,8-tetrahydro-[1]-benzothieno-[2,3-d]-pyrimidin-2-yl]-benzoic acid methylester). RXN SMILES: [F:1][C:2]1[CH:9]=[CH:8][C:5]([CH2:6][NH2:7])=[CH:4][CH:3]=1.[CH3:10][O:11][C:12](=[O:33])[C:13]1[CH:18]=[CH:17][C:16]([C:19]2[N:20]=[C:21](Cl)[C:22]3[C:27]4[CH2:28][CH2:29][CH2:30][CH2:31][C:26]=4[S:25][C:23]=3[N:24]=2)=[CH:15][CH:14]=1>>[CH3:10][O:11][C:12](=[O:33])[C:13]1[CH:14]=[CH:15][C:16]([C:19]2[N:20]=[C:21]([NH:7][CH2:6][C:5]3[CH:8]=[CH:9][C:2]([F:1])=[CH:3][CH:4]=3)[C:22]3[C:27]4[CH2:28][CH2:29][CH2:30][CH2:31][C:26]=4[S:25][C:23]=3[N:24]=2)=[CH:17][CH:18]=1. Procedure details: The reaction procedure as above wherein 4-fluorobenzylamine is reacted with 4-(4-chloro-5,6,7,8-tetrahydro-[1]-benzothieno-[2,3-d]-pyrimidin-2-yl)-benzoic acid methylester yields 4-[4-(4-fluorobenzylamino)-5 ,6,7,8-tetrahydro-[1]-benzothieno-[2,3-d]-pyrimidin-2-yl]-benzoic acid methylester. The reactants are BrC=1C=C(C=C)C=CC1 (m-bromostyrene), C(C(C)C)[Mg]Br (isobutylmagnesium bromide), bis(1,3-diphenylphosphino)propanenickel(II) chloride, C(C(C)C)[Mg]Br (isobutylmagnesium bromide). Solvent: C(C)OCC (diethyl ether), C(C)OCC (diethyl ether), C(C)OCC (diethyl ether). The product is C(C(C)C)C=1C=C(C=C)C=CC1 (m-isobutylstyrene). RXN SMILES: Br[C:2]1[CH:3]=[C:4]([CH:7]=[CH:8][CH:9]=1)[CH:5]=[CH2:6].[CH2:10]([Mg]Br)[CH:11]([CH3:13])[CH3:12]>C(OCC)C>[CH2:10]([C:2]1[CH:3]=[C:4]([CH:7]=[CH:8][CH:9]=1)[CH:5]=[CH2:6])[CH:11]([CH3:13])[CH3:12]. Procedure: In a 15-liter separable four-necked flask equipped with a stirrer and a reflux condenser were placed 3 liters of sufficiently dried diethyl ether, 915 g (5 moles) of m-bromostyrene and 31 g of bis(1,3-diphenylphosphino)propanenickel(II) chloride, and the above-mentioned diethyl ether solution of isobutylmagnesium bromide was added thereto dropwise with stirring at room temperature. After the completion of the addition, stirring was continued under the reflux of diethyl ether, until the reaction ... The reactants are CS(=O)(=O)c1nccc(Oc2ccc(NC(=O)c3cc(F)cc(N4CCCCC4)c3)c3ccccc23)n1, O=C1CNCCN1. Product: O=C1CN(c2nccc(Oc3ccc(NC(=O)c4cc(F)cc(N5CCCCC5)c4)c4ccccc34)n2)CCN1. RXN SMILES: [F:1][c:2]1[cH:3][c:4]([C:5](=[O:6])[NH:7][c:8]2[cH:9][cH:10][c:11]([O:18][c:19]3[n:20][c:21]([S:25]([CH3:26])(=[O:27])=[O:28])[n:22][cH:23][cH:24]3)[c:12]3[cH:13][cH:14][cH:15][cH:16][c:17]23)[cH:29][c:30]([N:32]2[CH2:33][CH2:34][CH2:35][CH2:36][CH2:37]2)[cH:31]1.[NH:38]1[C:39](=[O:44])[CH2:40][NH:41][CH2:42][CH2:43]1>>[F:1][c:2]1[cH:3][c:4]([C:5](=[O:6])[NH:7][c:8]2[cH:9][cH:10][c:11]([O:18][c:19]3[n:20][c:21]([N:41]4[CH2:40][C:39](=[O:44])[NH:38][CH2:43][CH2:42]4)[n:22][cH:23][cH:24]3)[c:12]3[cH:13][cH:14][cH:15][cH:16][c:17]23)[cH:29][c:30]([N:32]2[CH2:33][CH2:34][CH2:35][CH2:36][CH2:37]2)[cH:31]1.